This data is from the Open Reaction Database (ORD), a public repository of structured organic reaction records. The task is: describe an organic reaction: reactants, conditions, products, and yield The reactants are Cuprous chloride, C(C)[Mg]Cl (Ethylmagnesium chloride), cuprous chloride, [Si](C)(C)(C(C)(C)C)O[C@@H]1CC2=CC[C@H]3[C@@H]4C=CC([C@@]4(C)CC[C@@H]3[C@]2(CC1)C)=O (3β-t-butyldimethylsilyloxy-androst-5,15(16)-dien-17-one), C(C[*:2])[*:1] (polyethylene), organometallic. The solvent is C1CCOC1 (THF), C1CCOC1 (THF), C1CCOC1 (THF). Reaction conditions: temperature -22 celsius, time 90 minute. Yields the product C(C)[C@@H]1CC([C@]2(C)[C@@H]1[C@@H]1CC=C3C[C@H](CC[C@]3(C)[C@H]1CC2)O[Si](C)(C)C(C)(C)C)=O (15β-ethyl-3β-t-butyldimethylsilyloxy-androst-5-en-17-one). Reaction SMILES: [CH2:1]([Mg]Cl)[CH3:2].[Si:5]([O:12][C@H:13]1[CH2:30][CH2:29][C@@:28]2([CH3:31])[C:15](=[CH:16][CH2:17][C@@H:18]3[C@@H:27]2[CH2:26][CH2:25][C@@:23]2([CH3:24])[C@H:19]3[CH:20]=[CH:21][C:22]2=[O:32])[CH2:14]1)([C:8]([CH3:11])([CH3:10])[CH3:9])([CH3:7])[CH3:6]>C1COCC1>[CH2:1]([C@H:20]1[C@H:19]2[C@H:18]3[C@H:27]([CH2:26][CH2:25][C@:23]2([CH3:24])[C:22](=[O:32])[CH2:21]1)[C@:28]1([CH3:31])[C:15]([CH2:14][C@@H:13]([O:12][Si:5]([C:8]([CH3:11])([CH3:9])[CH3:10])([CH3:7])[CH3:6])[CH2:30][CH2:29]1)=[CH:16][CH2:17]3)[CH3:2]. Reported procedure: Cuprous chloride (CuCl, 0.7611 g, 7.689 mmol) is slurried in THF (40 mL) under nitrogen and then chilled to −22° C. with a dry ice/tetrachloroethylene bath. Ethylmagnesium chloride solution (2.00 M in ether; 22.0 mL, 44.0 mmol) is added to the cold cuprous chloride slurry and the dark solution is stirred for 90 minutes. A solution of 3β-t-butyldimethylsilyloxy-androst-5,15-dien-17-one (from Example 28C;) in THF (50 mL) is added dropwise via polyethylene cannula to the organometallic solution ove... Reactants: CC1=C(N=C(O1)C1=CC=CC=C1)CCOC1=CC=C(C=C(C(=O)OCC)C(=O)OCC)C=C1 (Diethyl 4-[2-(5-methyl-2-phenyl-4-oxazolyl)ethoxy]benzylidenemalonate). Reagents/catalysts: [C].[Pd] (Palladium carbon). Run in CO (methanol), O1CCCC1 (tetrahydrofuran). Yields the product CC1=C(N=C(O1)C1=CC=CC=C1)CCOC1=CC=C(CC(C(=O)OCC)C(=O)OCC)C=C1 (Diethyl 4-[2-(5-methyl-2-phenyl-4-oxazolyl)ethoxy]benzylmalonate). Isolated yield 54.4%. RXN SMILES: [CH3:1][C:2]1[O:6][C:5]([C:7]2[CH:12]=[CH:11][CH:10]=[CH:9][CH:8]=2)=[N:4][C:3]=1[CH2:13][CH2:14][O:15][C:16]1[CH:33]=[CH:32][C:19]([CH:20]=[C:21]([C:27]([O:29][CH2:30][CH3:31])=[O:28])[C:22]([O:24][CH2:25][CH3:26])=[O:23])=[CH:18][CH:17]=1>CO.O1CCCC1.[C].[Pd]>[CH3:1][C:2]1[O:6][C:5]([C:7]2[CH:12]=[CH:11][CH:10]=[CH:9][CH:8]=2)=[N:4][C:3]=1[CH2:13][CH2:14][O:15][C:16]1[CH:17]=[CH:18][C:19]([CH2:20][CH:21]([C:27]([O:29][CH2:30][CH3:31])=[O:28])[C:22]([O:24][CH2:25][CH3:26])=[O:23])=[CH:32][CH:33]=1 |f:3.4|. Procedure details: Diethyl 4-[2-(5-methyl-2-phenyl-4-oxazolyl)ethoxy]benzylidenemalonate (9.55 g, 21.3 mmol) obtained in Example 54 was dissolved in methanol (48 ml) and tetrahydrofuran (32 ml). 5% Palladium carbon (1 g) was added and the mixture was vigorously stirred at normal temperature under a hydrogen atmosphere (3.1 kgf/cm2). One and a half hours later, the catalyst was filtered off. The solvent was evaporated to give a crude solid. Recrystallization from ethyl acetate-hexane gave the title compound (5.23 g...